From a dataset of the Open Reaction Database (ORD), a public repository of structured organic reaction records. describe an organic reaction: reactants, conditions, products, and yield The reactants are C(C=C)O (allylalcohol), ClCC(=CCCC(=CCCC(=CC=C(CO)C(C)C)C)C)C (14-chloro-2-(1-methylethyl)-5,9,13-trimethyl-2,4,8,12-tetradecatetraen-1-ol), [Mn](=O)(=O)([O-])[O-].[Ba+2] (barium manganate). The solvent is C(Cl)Cl (methylene chloride). Conditions: time 8 hour. Product: ClCC(=CCCC(=CCCC(=CC=C(C=O)C(C)C)C)C)C (14-chloro-2-(1-methylethyl)-5,9,13-trimethyl-2,4,8,12-tetradecatetraenal). Isolated yield 96.0%. RXN SMILES: C(O)C=C.[Cl:5][CH2:6][C:7]([CH3:26])=[CH:8][CH2:9][CH2:10][C:11]([CH3:25])=[CH:12][CH2:13][CH2:14][C:15]([CH3:24])=[CH:16][CH:17]=[C:18]([CH:21]([CH3:23])[CH3:22])[CH2:19][OH:20].[Mn]([O-])([O-])(=O)=O.[Ba+2]>C(Cl)Cl>[Cl:5][CH2:6][C:7]([CH3:26])=[CH:8][CH2:9][CH2:10][C:11]([CH3:25])=[CH:12][CH2:13][CH2:14][C:15]([CH3:24])=[CH:16][CH:17]=[C:18]([CH:21]([CH3:22])[CH3:23])[CH:19]=[O:20] |f:2.3|. Reported procedure: To a solution of the allylalcohol which is 14-chloro-2-(1-methylethyl)-5,9,13-trimethyl-2,4,8,12-tetradecatetraen-1-ol (492 mg, 1.51 mmol) in methylene chloride (22 ml) is added powdered barium manganate (8.5 g) and the mixture is vigorously stirred under argon atmosphere. After 8 hours, disappearance of the starting compound is confirmed and the reaction mixture is filtered and washed. The filtrate and the washing liquid are combined and concentrated. The resulting residue is purified by silica... Starting materials: ClCCl, Cl, Cl, [Na+], O=C([O-])O, O=Cc1cc(C(F)(F)F)ccc1Oc1ccccc1, NC1CCCNC1c1ccccc1. Product: FC(F)(F)c1ccc(Oc2ccccc2)c(CNC2CCCNC2c2ccccc2)c1. RXN SMILES: [Cl:40][CH2:41][Cl:42].[ClH:1].[ClH:2].[Na+:39].[O-:35][C:36]([OH:37])=[O:38].[O:16]([c:17]1[cH:18][cH:19][cH:20][cH:21][cH:22]1)[c:23]1[c:24]([CH:25]=[O:26])[cH:27][c:28]([C:31]([F:32])([F:33])[F:34])[cH:29][cH:30]1.[c:3]1([CH:9]2[NH:10][CH2:11][CH2:12][CH2:13][CH:14]2[NH2:15])[cH:4][cH:5][cH:6][cH:7][cH:8]1>>[c:3]1([CH:9]2[NH:10][CH2:11][CH2:12][CH2:13][CH:14]2[NH:15][CH2:25][c:24]2[c:23]([O:16][c:17]3[cH:18][cH:19][cH:20][cH:21][cH:22]3)[cH:30][cH:29][c:28]([C:31]([F:32])([F:33])[F:34])[cH:27]2)[cH:4][cH:5][cH:6][cH:7][cH:8]1. Starting materials: ice water, C=O (Paraformaldehyde), S(O)(O)(=O)=O (sulfuric acid), C1=CC2=CC(=CC3=C2C(=C1)C(=O)OC3=O)O (3-hydroxy-1,8-naphthalic anhydride), O1CCOCC1 (dioxane). Reaction conditions: temperature 80 celsius. The product is C1=CC=C2C(OC(C=3C=C4OCOCC4=C1C23)=O)=O (11H-5,8,10-Trioxabenzo[de]anthracene-4,6-dione). RXN SMILES: C=O.S(=O)(=O)(O)O.[CH:8]1[CH:17]=[C:16]2[C:18]([O:20][C:21](=[O:22])[C:14]3=[C:15]2[C:10](=[CH:11][C:12]([OH:23])=[CH:13]3)[CH:9]=1)=[O:19].[O:24]1[CH2:29]COC[CH2:25]1>>[CH:9]1[C:10]2[C:15]3[C:16]([C:18](=[O:19])[O:20][C:21](=[O:22])[C:14]=3[CH:13]=[C:12]3[C:11]=2[CH2:29][O:24][CH2:25][O:23]3)=[CH:17][CH:8]=1. Reported procedure: Paraformaldehyde (16.0 g, 530.0 mmol) and concentrated sulfuric acid (80 mL) were added to a suspension of 3-hydroxy-1,8-naphthalic anhydride (10.24 g, 48.0 mmol) in dioxane (500 mL). The mixture was heated to 80° C. for 2 hours under stirring. After cooling, the reaction mixture was poured into ice water (1000 mL). The precipitate was filtered and dried to give 12.0 g of the title compound. Starting materials: CCO, COCC=Cc1ccc2c(c1)C(C)(C)C(=O)C(C(=O)NCC(=O)OC(C)(C)C)=C2O, [Pd]. As a reaction SMILES: [CH3:31][CH2:32][OH:33].[OH:1][C:2]1=[C:3]([C:20](=[O:21])[NH:22][CH2:23][C:24](=[O:25])[O:26][C:27]([CH3:28])([CH3:29])[CH3:30])[C:4](=[O:19])[C:5]([CH3:17])([CH3:18])[c:6]2[cH:7][c:8]([CH:12]=[CH:13][CH2:14][O:15][CH3:16])[cH:9][cH:10][c:11]21.[Pd:34]>>[OH:1][C:2]1=[C:3]([C:20](=[O:21])[NH:22][CH2:23][C:24](=[O:25])[O:26][C:27]([CH3:28])([CH3:29])[CH3:30])[C:4](=[O:19])[C:5]([CH3:17])([CH3:18])[c:6]2[cH:7][c:8]([CH2:12][CH2:13][CH2:14][O:15][CH3:16])[cH:9][cH:10][c:11]21. Product: COCCCc1ccc2c(c1)C(C)(C)C(=O)C(C(=O)NCC(=O)OC(C)(C)C)=C2O.